Dataset: the Open Reaction Database (ORD), a public repository of structured organic reaction records. Task: describe an organic reaction: reactants, conditions, products, and yield The reactants are C=C(C=O)CCCC (2-methylene-hexanal), C(C)OC(C[N+]#[C-])=O (isocyanoacetic acid ethyl ester). Product: C(C)OC(=O)C1N=COC1C(=C)CCCC (5-(hexen-2-yl)-2-oxazoline-4-carboxylic acid ethyl ester). Reaction SMILES: [CH2:1]=[C:2]([CH2:5][CH2:6][CH2:7][CH3:8])[CH:3]=[O:4].[CH2:9]([O:11][C:12](=[O:16])[CH2:13][N+:14]#[C-:15])[CH3:10]>>[CH2:9]([O:11][C:12]([CH:13]1[CH:3]([C:2]([CH2:5][CH2:6][CH2:7][CH3:8])=[CH2:1])[O:4][CH:15]=[N:14]1)=[O:16])[CH3:10]. Procedure details: The starting material is manufactured as follows: Reaction of 2-methylene-hexanal with isocyanoacetic acid ethyl ester analogously to Example 1 yields 5-(hexen-2-yl)-2-oxazoline-4-carboxylic acid ethyl ester, which is hydrolysed in a manner analogous to that described in Example 15 to 2-formylamino-3-hydroxy-4-butyl-4-pentenoic acid ethyl ester. Reaction of the 2-formylamino-3-hydroxy-4-butyl-4-pentenoic acid ethyl ester with thionyl bromide and subsequent treatment with trimethyl phosphite anal...